This data is from the Open Reaction Database (ORD), a public repository of structured organic reaction records. The task is: describe an organic reaction: reactants, conditions, products, and yield Starting materials: ClC(Cl)Cl, Cc1cc(Cl)nc(Cl)n1, [K+], [K+], [K+], O=C(C=Cc1ccccc1)C=Cc1ccccc1, C1COCCO1, O=C(C=Cc1ccccc1)C=Cc1ccccc1, O=C(C=Cc1ccccc1)C=Cc1ccccc1, O=P([O-])([O-])[O-], [Pd], [Pd], CC1(C)c2cccc(P(c3ccccc3)c3ccccc3)c2Oc2c(P(c3ccccc3)c3ccccc3)cccc21, Nc1nccs1. Product: Cc1cc(Nc2nccs2)nc(Cl)n1. Reaction SMILES: [Cl:128][CH:129]([Cl:130])[Cl:131].[Cl:1][c:2]1[n:3][c:4]([CH3:9])[cH:5][c:6]([Cl:8])[n:7]1.[K+:63].[K+:64].[K+:65].[O:110]=[C:111]([CH:112]=[CH:113][c:114]1[cH:115][cH:116][cH:117][cH:118][cH:119]1)[CH:120]=[CH:121][c:122]1[cH:123][cH:124][cH:125][cH:126][cH:127]1.[O:66]1[CH2:67][CH2:68][O:69][CH2:70][CH2:71]1.[O:74]=[C:75]([CH:76]=[CH:77][c:78]1[cH:79][cH:80][cH:81][cH:82][cH:83]1)[CH:84]=[CH:85][c:86]1[cH:87][cH:88][cH:89][cH:90][cH:91]1.[O:92]=[C:93]([CH:94]=[CH:95][c:96]1[cH:97][cH:98][cH:99][cH:100][cH:101]1)[CH:102]=[CH:103][c:104]1[cH:105][cH:106][cH:107][cH:108][cH:109]1.[P:58]([O-:59])([O-:60])([O-:61])=[O:62].[Pd:72].[Pd:73].[c:16]1([P:17]([c:18]2[cH:19][cH:20][cH:21][cH:22][cH:23]2)[c:24]2[c:25]3[c:49]([cH:50][cH:51][cH:52]2)[C:46]([CH3:47])([CH3:48])[c:28]2[c:27]([c:32]([P:33]([c:34]4[cH:35][cH:36][cH:37][cH:38][cH:39]4)[c:40]4[cH:41][cH:42][cH:43][cH:44][cH:45]4)[cH:31][cH:30][cH:29]2)[O:26]3)[cH:53][cH:54][cH:55][cH:56][cH:57]1.[s:10]1[c:11]([NH2:15])[n:12][cH:13][cH:14]1>>[Cl:1][c:2]1[n:3][c:4]([CH3:9])[cH:5][c:6]([NH:15][c:11]2[s:10][cH:14][cH:13][n:12]2)[n:7]1. The reactants are COC(C(CCBr)Br)=O (2,4-dibromobutyric acid methyl ester), NC=1C(=CC(=C(C1)S)Cl)F (5-amino-2-chloro-4-fluoro-thiophenol), C([O-])([O-])=O.[K+].[K+] (potassium carbonate). The solvent is C(C)C(=O)C (methyl ethyl ketone). Product: COC(C(CCBr)SC1=C(C=C(C(=C1)N)F)Cl)=O (2-(5-amino-2-chloro-4-fluorophenylthio)-4-bromobutyric acid methyl ester). RXN SMILES: [CH3:1][O:2][C:3](=[O:9])[CH:4](Br)[CH2:5][CH2:6][Br:7].[NH2:10][C:11]1[C:12]([F:19])=[CH:13][C:14]([Cl:18])=[C:15]([SH:17])[CH:16]=1.C(=O)([O-])[O-].[K+].[K+]>C(C(C)=O)C>[CH3:1][O:2][C:3](=[O:9])[CH:4]([S:17][C:15]1[CH:16]=[C:11]([NH2:10])[C:12]([F:19])=[CH:13][C:14]=1[Cl:18])[CH2:5][CH2:6][Br:7] |f:2.3.4|. Reported procedure: 28.6 g of 2,4-dibromobutyric acid methyl ester are added dropwise at room temperature to a mixture of 17.8 g of 5-amino-2-chloro-4-fluoro-thiophenol and 15.2 g of potassium carbonate in 160 ml of methyl ethyl ketone (exothermic reaction). The reaction mixture is then heated under reflux for 2 hours. After cooling of the reaction mixture, the inorganic portion of the mixture is filtered off and washed with methyl ethyl ketone. Concentration of the organic solution by evaporation and chromatograph... Reactants: CN1C(C(C2=CC(=CC=C12)S(=O)(=O)N1[C@@H](CCC1)COC1=CC=CC=C1)=O)=O ((S)-1-Methyl-5-(2-phenoxymethyl-pyrrolidine-1-sulfonyl)-1H-indole-2,3-dione), O(C1=CC=CC=C1)C[C@H]1N(CC1)S(=O)(=O)C=1C=C2C(C(NC2=CC1)=O)=O ((S)-5-(2-Phenoxymethyl-azetidine-1-sulfonyl)-1H-indole-2,3-dione), FC1=C(CBr)C=CC=C1 (2-fluorobenzyl bromide). The product is FC1=C(CN2C(C(C3=CC(=CC=C23)S(=O)(=O)N2[C@@H](CC2)COC2=CC=CC=C2)=O)=O)C=CC=C1 ((S)-1-(2-Fluorobenzyl)-5-(2-phenoxymethyl-azetidine-1-sulfonyl)-1H-indole-2,3-dione). RXN SMILES: CN1C2C(=CC(S(N3CCC[C@H]3COC3C=CC=CC=3)(=O)=O)=CC=2)C(=O)C1=O.[O:29]([CH2:36][C@@H:37]1[CH2:40][CH2:39][N:38]1[S:41]([C:44]1[CH:45]=[C:46]2[C:50](=[CH:51][CH:52]=1)[NH:49][C:48](=[O:53])[C:47]2=[O:54])(=[O:43])=[O:42])[C:30]1[CH:35]=[CH:34][CH:33]=[CH:32][CH:31]=1.[F:55][C:56]1[CH:63]=[CH:62][CH:61]=[CH:60][C:57]=1[CH2:58]Br>>[F:55][C:56]1[CH:63]=[CH:62][CH:61]=[CH:60][C:57]=1[CH2:58][N:49]1[C:50]2[C:46](=[CH:45][C:44]([S:41]([N:38]3[CH2:39][CH2:40][C@H:37]3[CH2:36][O:29][C:30]3[CH:35]=[CH:34][CH:33]=[CH:32][CH:31]=3)(=[O:43])=[O:42])=[CH:52][CH:51]=2)[C:47](=[O:54])[C:48]1=[O:53]. Reported procedure: (S)-1-(2-Fluorobenzyl)-5-(2-phenoxymethyl-azetidine-1-sulfonyl)-1H-indole-2,3-dione (18f) was prepared according to the same procedure for compound 11a, except using compound 17 and 2-fluorobenzyl bromide, and purified with solid, mp 147.1-148.0° C. 1H NMR (300 MHz, CDCl3) δ 8.05 (d, J=1.8 Hz, 1H), 8.00 (dd, J=8.25 Hz, J=2.1 Hz, 1H), 7.35 (m, 2H), 7.24-7.11 (m, 3H), 7.02-6.78 (m, 5H), 4.98 (s, 2H), 4.47 (m, 1H), 4.11 (m, 2H), 3.85 (m, 2H), 2.35-2.25 (m, 2H). Anal. Calcd for C25H21FN2O5S: C, 62.4... The reactants are OC1=CC=C(C=C1)NC(OC(C)(C)C)=O (tert-butyl 4-hydroxyphenylcarbamate), CC1=CC=C(C=C1)S(=O)(=O)OCCOCCOCCN=[N+]=[N-] (2-(2-(2-azidoethoxy)ethoxy)ethyl 4-methylbenzenesulfonate), C(=O)([O-])[O-].[K+].[K+] (K2CO3). The solvent is C(C)#N (acetonitrile). Reaction conditions: temperature 80 celsius, time 8 hour. Product: N(=[N+]=[N-])CCOCCOCCOC1=CC=C(C=C1)NC(OC(C)(C)C)=O (tert-butyl 4-(2-(2-(2-azidoethoxy)ethoxy)ethoxy)phenylcarbamate). Yield: 112.5%. As a reaction SMILES: [OH:1][C:2]1[CH:7]=[CH:6][C:5]([NH:8][C:9](=[O:15])[O:10][C:11]([CH3:14])([CH3:13])[CH3:12])=[CH:4][CH:3]=1.CC1C=CC(S(O[CH2:27][CH2:28][O:29][CH2:30][CH2:31][O:32][CH2:33][CH2:34][N:35]=[N+:36]=[N-:37])(=O)=O)=CC=1.C([O-])([O-])=O.[K+].[K+]>C(#N)C>[N:35]([CH2:34][CH2:33][O:32][CH2:31][CH2:30][O:29][CH2:28][CH2:27][O:1][C:2]1[CH:3]=[CH:4][C:5]([NH:8][C:9](=[O:15])[O:10][C:11]([CH3:12])([CH3:14])[CH3:13])=[CH:6][CH:7]=1)=[N+:36]=[N-:37] |f:2.3.4|. Reported procedure: A suspension of tert-butyl 4-hydroxyphenylcarbamate (1.24 g, 5.93 mmol), 2-(2-(2-azidoethoxy)ethoxy)ethyl 4-methylbenzenesulfonate (1.50 g, 4.56 mmol) and K2CO3 (2.45 g, 17.79 mmol) in acetonitrile was stirred at 80° C. overnight. The reaction mixture was filtered and washed with acetonitrile. After the solvent was evaporated, the reaction mixture was diluted with DCM. The DCM solution was washed with sat. K2CO3 aqueous solution and brine. The organic phase was dried, and concentrated in vacuo t... The reactants are COC1=CC=C(C=C1)C=1N=CNC1C1=CC=C(C=C1)OC (4,5-bis(4-methoxyphenyl)imidazole), C([O-])(O)=O.[Na+] (sodium bicarbonate), O1CCCC=C1 (3,4-dihydro-2H-pyran), [Sn](Cl)(Cl)(Cl)Cl (tin tetrachloride). Solvent: ClCCCl (1,2-dichloroethane). The product is COC1=CC=C(C=C1)C=1N=CN(C1C1=CC=C(C=C1)OC)C1OCCCC1 (4,5-bis(4-methoxyphenyl)-1-(tetrahydropyran-2-yl)imidazole). Yield: 81.6%. As a reaction SMILES: [CH3:1][O:2][C:3]1[CH:8]=[CH:7][C:6]([C:9]2[N:10]=[CH:11][NH:12][C:13]=2[C:14]2[CH:19]=[CH:18][C:17]([O:20][CH3:21])=[CH:16][CH:15]=2)=[CH:5][CH:4]=1.[O:22]1[CH:27]=[CH:26][CH2:25][CH2:24][CH2:23]1.[Sn](Cl)(Cl)(Cl)Cl.C(=O)(O)[O-].[Na+]>ClCCCl>[CH3:21][O:20][C:17]1[CH:18]=[CH:19][C:14]([C:13]2[N:12]=[CH:11][N:10]([CH:23]3[CH2:24][CH2:25][CH2:26][CH2:27][O:22]3)[C:9]=2[C:6]2[CH:7]=[CH:8][C:3]([O:2][CH3:1])=[CH:4][CH:5]=2)=[CH:15][CH:16]=1 |f:3.4|. Reported procedure: 14.17 g of 4,5-bis(4-methoxyphenyl)imidazole is suspended in 250 ml of absolute 1,2-dichloroethane and combined with 16 g of 3,4-dihydro-2H-pyran as well as 0.5 ml of tin tetrachloride. The mixture is heated to reflux under agitation for 12 hours, then allowed to cool, and poured into 500 ml of cold sodium bicarbonate solution. The organic phase is separated, dried over sodium sulfate, and concentrated under vacuum. The residue is dissolved in dichloromethane and subjected to hexane precipitatio...